Dataset: the Open Reaction Database (ORD), a public repository of structured organic reaction records. Task: describe an organic reaction: reactants, conditions, products, and yield Reactants: C(C)(C)NC(C)C (Diisopropylamine), C(C)OC(=O)C1CCN(CC1)C1=CC=C(C=C1)C(C)(C)C (1-(4-Tert-butyl-phenyl)-piperidine-4-carboxylic acid ethyl ester), C(CCC)[Li] (n-butyllithium), C1CCCCC1 (cyclohexane), CI (methyl iodide). Solvent: O1CCCC1 (tetrahydrofuran), O1CCCC1 (tetrahydrofuran). Run at temperature 0 celsius, time 30 minute. Yields the product C(C)OC(=O)C1(CCN(CC1)C1=CC=C(C=C1)C(C)(C)C)C (1-(4-Tert-butyl-phenyl)-4-methyl-piperidine-4-carboxylic acid ethyl ester), oil. RXN SMILES: [CH:1](NC(C)C)(C)C.C([Li])CCC.C1CCCCC1.[CH2:19]([O:21][C:22]([CH:24]1[CH2:29][CH2:28][N:27]([C:30]2[CH:35]=[CH:34][C:33]([C:36]([CH3:39])([CH3:38])[CH3:37])=[CH:32][CH:31]=2)[CH2:26][CH2:25]1)=[O:23])[CH3:20].CI>O1CCCC1>[CH2:19]([O:21][C:22]([C:24]1([CH3:1])[CH2:25][CH2:26][N:27]([C:30]2[CH:31]=[CH:32][C:33]([C:36]([CH3:38])([CH3:37])[CH3:39])=[CH:34][CH:35]=2)[CH2:28][CH2:29]1)=[O:23])[CH3:20]. Procedure: Diisopropylamine (113 μL, 0.81 mmol) was diluted with tetrahydrofuran (1 mL). The resulting solution was cooled to 0° C., and a solution of n-butyllithium in cyclohexane (400 μL, 2M, 0.80 mmol) was then added. The mixture was stirred at 0° C. for 30 min. The mixture was then cooled to −78° C., and a solution of the 1-(4-Tert-butyl-phenyl)-piperidine-4-carboxylic acid ethyl ester (118 mg, 0.41 mmol, prepared in accordance with Example 48) in tetrahydrofuran (3 mL) was added. After 30 min, methyl ... Starting materials: C1(=CC=CC=C1)OC(NC=1SC2=C(N1)C(=CC=C2C2OCCOC2)OC)=O ((+)-(7-[1,4]dioxan-2-yl-4-methoxy-benzothiazol-2-yl)-carbamic acid phenyl ester), FC(C(=O)O)(F)F.O1CCCC12CCNCC2 (1-oxa-8-aza-spiro[4.5]decane trifluoroacetate), C(C)N(C(C)C)C(C)C (N-ethyldiisopropylamine). Solvent: C(Cl)(Cl)Cl (chloroform), C(Cl)(Cl)Cl (CHCl3). Yields the product O1C(COCC1)C1=CC=C(C=2N=C(SC21)NC(=O)N2CCC1(CCCO1)CC2)OC ((+)-1-Oxa-8-aza-spiro[4.5]decane-8-carboxylic acid (7-[1,4]dioxan-2-yl-4-methoxy-benzothiazol-2-yl)-amide). As a reaction SMILES: C1(O[C:8](=[O:27])[NH:9][C:10]2[S:11][C:12]3[C:18]([CH:19]4[CH2:24][O:23][CH2:22][CH2:21][O:20]4)=[CH:17][CH:16]=[C:15]([O:25][CH3:26])[C:13]=3[N:14]=2)C=CC=CC=1.FC(F)(F)C(O)=O.[O:35]1[C:39]2([CH2:44][CH2:43][NH:42][CH2:41][CH2:40]2)[CH2:38][CH2:37][CH2:36]1.C(N(C(C)C)C(C)C)C>C(Cl)(Cl)Cl>[O:20]1[CH2:21][CH2:22][O:23][CH2:24][CH:19]1[C:18]1[C:12]2[S:11][C:10]([NH:9][C:8]([N:42]3[CH2:43][CH2:44][C:39]4([O:35][CH2:36][CH2:37][CH2:38]4)[CH2:40][CH2:41]3)=[O:27])=[N:14][C:13]=2[C:15]([O:25][CH3:26])=[CH:16][CH:17]=1 |f:1.2|. Reported procedure: From (+)-(7-[1,4]dioxan-2-yl-4-methoxy-benzothiazol-2-yl)-carbamic acid phenyl ester with 1-oxa-8-aza-spiro[4.5]decane trifluoroacetate and N-ethyldiisopropylamine in chloroform. [α]D20=+25.8° (c=1.01, CHCl3), ES-MS m/e (%): 434 (M+H+, 100). The reactants are O=C([O-])[O-], CC#N, O=c1c(Cl)c(Cl)cnn1C1CCCCO1, [K+], [K+], N#Cc1ccccc1O. Product: N#Cc1ccccc1Oc1cnn(C2CCCCO2)c(=O)c1Cl. Reaction SMILES: [C:16](=[O:17])([O-:18])[O-:19].[CH3:31][C:32]#[N:33].[Cl:1][c:2]1[c:3](=[O:15])[n:4]([CH:9]2[O:10][CH2:11][CH2:12][CH2:13][CH2:14]2)[n:5][cH:6][c:7]1[Cl:8].[K+:20].[K+:21].[OH:22][c:23]1[c:24]([C:25]#[N:26])[cH:27][cH:28][cH:29][cH:30]1>>[Cl:1][c:2]1[c:3](=[O:15])[n:4]([CH:9]2[O:10][CH2:11][CH2:12][CH2:13][CH2:14]2)[n:5][cH:6][c:7]1[O:22][c:23]1[c:24]([C:25]#[N:26])[cH:27][cH:28][cH:29][cH:30]1. Starting materials: O[C@@H]1[C@@H](CCC1)O[C@@H]1CC[C@H](CC1)N1C=2N(C(=C(C1=O)CC1=CC=C(C=C1)C1=C(C=CC=C1)C1=NOC(N1)=O)CCC)N=CN2 (4-(trans-4-{[(1R,2S)-2-hydroxycyclopentyl]oxy}cyclohexyl)-6-{[2′-(5-oxo-4,5-dihydro-1,2,4-oxadiazol-3-yl)biphenyl-4-yl]methyl}-7-propyl[1,2,4]triazolo[1,5-a]pyrimidin-5(4H)-one), CC(=O)OI1(C=2C=CC=CC2C(=O)O1)(OC(=O)C)OC(=O)C (Dess-Martin reagent), C(O)([O-])=O.[Na+] (sodium hydrogen carbonate), S(=S)(=O)([O-])[O-].[Na+].[Na+] (sodium thiosulfate). The solvent is C(C)#N (acetonitrile). Reaction conditions: time 2 hour. Yields the product O=C1C(CCC1)O[C@@H]1CC[C@H](CC1)N1C=2N(C(=C(C1=O)CC1=CC=C(C=C1)C1=C(C=CC=C1)C1=NOC(N1)=O)CCC)N=CN2 (4-{trans-4-[(2-oxocyclopentyl)oxy]cyclohexyl}-6-{[2′-(5-oxo-4,5-dihydro-1,2,4-oxadiazol-3-yl)biphenyl-4-yl]methyl}-7-propyl[1,2,4]triazolo[1,5-a]pyrimidin-5(4H)-one). Isolated yield 60.2%. As a reaction SMILES: [OH:1][C@H:2]1[CH2:6][CH2:5][CH2:4][C@H:3]1[O:7][C@H:8]1[CH2:13][CH2:12][C@H:11]([N:14]2[C:19](=[O:20])[C:18]([CH2:21][C:22]3[CH:27]=[CH:26][C:25]([C:28]4[CH:33]=[CH:32][CH:31]=[CH:30][C:29]=4[C:34]4[NH:38][C:37](=[O:39])[O:36][N:35]=4)=[CH:24][CH:23]=3)=[C:17]([CH2:40][CH2:41][CH3:42])[N:16]3[N:43]=[CH:44][N:45]=[C:15]23)[CH2:10][CH2:9]1.CC(OI1(OC(C)=O)(OC(C)=O)OC(=O)C2C=CC=CC1=2)=O.C(=O)([O-])O.[Na+].S([O-])([O-])(=O)=S.[Na+].[Na+]>C(#N)C>[O:1]=[C:2]1[CH2:6][CH2:5][CH2:4][CH:3]1[O:7][C@H:8]1[CH2:13][CH2:12][C@H:11]([N:14]2[C:19](=[O:20])[C:18]([CH2:21][C:22]3[CH:23]=[CH:24][C:25]([C:28]4[CH:33]=[CH:32][CH:31]=[CH:30][C:29]=4[C:34]4[NH:38][C:37](=[O:39])[O:36][N:35]=4)=[CH:26][CH:27]=3)=[C:17]([CH2:40][CH2:41][CH3:42])[N:16]3[N:43]=[CH:44][N:45]=[C:15]23)[CH2:10][CH2:9]1 |f:2.3,4.5.6|. Reported procedure: A mixture of 4-(trans-4-{[(1R,2S)-2-hydroxycyclopentyl]oxy}cyclohexyl)-6-{[2′-(5-oxo-4,5-dihydro-1,2,4-oxadiazol-3-yl)biphenyl-4-yl]methyl}-7-propyl[1,2,4]triazolo[1,5-a]pyrimidin-5(4H)-one (0.15 g), Dess-Martin reagent (0.2 g) and acetonitrile (10 mL) was stirred at room temperature for 2 hr. Saturated aqueous sodium hydrogen carbonate solution and sodium thiosulfate were added to the reaction mixture, and the mixture was stirred at room temperature for 2 hr, and extracted with ethyl acetate. T... The reactants are CC1(C(N(CC1)C1=NN(C=C1)C)=O)C (3,3-dimethyl-1-(1-methyl-1H-pyrazol-3-yl)pyrrolidin-2-one), [N+](=O)(O)[O-] (nitric acid), C(O)([O-])=O.[Na+] (sodium hydrogen carbonate), ice water. Run in C(C)(=O)OC(C)=O (acetic anhydride). Product: CC1(C(N(CC1)C1=NN(C=C1[N+](=O)[O-])C)=O)C (3,3-dimethyl-1-(1-methyl-4-nitro-1H-pyrazol-3-yl)pyrrolidin-2-one). RXN SMILES: [CH3:1][C:2]1([CH3:14])[CH2:6][CH2:5][N:4]([C:7]2[CH:11]=[CH:10][N:9]([CH3:12])[N:8]=2)[C:3]1=[O:13].[N+:15]([O-])([OH:17])=[O:16].C(=O)([O-])O.[Na+]>C(OC(=O)C)(=O)C>[CH3:1][C:2]1([CH3:14])[CH2:6][CH2:5][N:4]([C:7]2[C:11]([N+:15]([O-:17])=[O:16])=[CH:10][N:9]([CH3:12])[N:8]=2)[C:3]1=[O:13] |f:2.3|. Procedure: To a solution of 3,3-dimethyl-1-(1-methyl-1H-pyrazol-3-yl)pyrrolidin-2-one (170 mg) in acetic anhydride (2.1 mL) was added fuming nitric acid (0.073 mL) under ice-cooling, and the mixture was stirred under ice-cooling for 1.5 hr. The reaction mixture was poured into ice water, and the mixture was neutralized with saturated aqueous sodium hydrogen carbonate solution, and extracted with ethyl acetate. The extract was washed with saturated brine, and dried over anhydrous magnesium sulfate, and the ... The reactants are C(OC(C)(C)C)(OC1=CC(=C(C=C1)C(C)(C)C)O)=O (Tert-butyl 4-tert-butyl-3-hydroxyphenyl carbonate), C1(CC1)CO (cyclopropylmethanol), C1(=CC=CC=C1)P(C1=CC=CC=C1)C1=CC=CC=C1 (triphenylphosphine), N(=NC(=O)OCC)C(=O)OCC (diethyl azodicarboxylate), crude residue. Yields the product C(OC(C)(C)C)(OC1=CC(=C(C=C1)C(C)(C)C)OCC1CC1)=O (tert-Buyl 4-tert-butyl-3-(cyclopropylmethoxy)phenyl carbonate). Yield: 79.1%. As a reaction SMILES: [C:1](=[O:19])([O:7][C:8]1[CH:13]=[CH:12][C:11]([C:14]([CH3:17])([CH3:16])[CH3:15])=[C:10]([OH:18])[CH:9]=1)[O:2][C:3]([CH3:6])([CH3:5])[CH3:4].[CH:20]1([CH2:23]O)[CH2:22][CH2:21]1.C1(P(C2C=CC=CC=2)C2C=CC=CC=2)C=CC=CC=1.N(C(OCC)=O)=NC(OCC)=O>>[C:1](=[O:19])([O:7][C:8]1[CH:13]=[CH:12][C:11]([C:14]([CH3:17])([CH3:16])[CH3:15])=[C:10]([O:18][CH2:23][CH:20]2[CH2:22][CH2:21]2)[CH:9]=1)[O:2][C:3]([CH3:6])([CH3:5])[CH3:4]. Procedure: Tert-butyl 4-tert-butyl-3-hydroxyphenyl carbonate (1.5 g, 5.6 mmol), cyclopropylmethanol (0.5 mL, 6.2 mmol), triphenylphosphine (1.6 g, 6.2 mmol) and diethyl azodicarboxylate (DEAD) (1.0 mL, 6.2 mmol) were treated in the same procedure described in Example 31(a). The crude residue was applied to a silica gel chromatography column and eluted with a volume mixture of hexane and ethyl acetate (19/1 to 9/1) to furnish 1.42 g (79% yield) of the title compound as a yellow oil. Starting materials: C(C)(=O)OCC (ethyl acetate), OC1=C(C(=O)OC)C=CC=C1O (methyl 2,3-dihydroxybenzoate), COCCBr (2-bromoethyl methyl ether), C([O-])([O-])=O.[K+].[K+] (potassium carbonate). Run in CN(C)C=O (DMF). Run at temperature 60 celsius, time 16 hour. The product is COCCOC1=C(C(=O)OC)C=CC=C1OCCOC (methyl 2,3-bis{[2-(methyloxy)ethyl]oxy}benzoate). The yield is 95.0%. As a reaction SMILES: [OH:1][C:2]1[C:11]([OH:12])=[CH:10][CH:9]=[CH:8][C:3]=1[C:4]([O:6][CH3:7])=[O:5].[CH3:13][O:14][CH2:15][CH2:16]Br.C(=O)([O-])[O-].[K+].[K+].[C:24]([O:27][CH2:28]C)(=O)[CH3:25]>CN(C=O)C>[CH3:13][O:14][CH2:15][CH2:16][O:1][C:2]1[C:11]([O:12][CH2:25][CH2:24][O:27][CH3:28])=[CH:10][CH:9]=[CH:8][C:3]=1[C:4]([O:6][CH3:7])=[O:5] |f:2.3.4|. Procedure: A mixture of methyl 2,3-dihydroxybenzoate (2.18 g, 12.97 mmol), 2-bromoethyl methyl ether (4.50 g, 32.42 mmol), and potassium carbonate (6.91 g, 50.0 mmol) in DMF (20 mL) was stirred at 60° C. for 16 h. The reaction mixture was diluted with ethyl acetate (300 mL), washed with 5% aqueous LiCl (2×50 mL), and brine (50 mL), dried with sodium sulfate, and concentrated to provide crude methyl 2,3-bis{[2-(methyloxy)ethyl]oxy}benzoate (3.49 g, 95% yield) as a brown oil. 1H NMR (400 MHz, CDCl3) δ7.32 (d...